From a dataset of the Open Reaction Database (ORD), a public repository of structured organic reaction records. describe an organic reaction: reactants, conditions, products, and yield The reactants are CN1N=NN=C1SCC1=NCCC2=CC(=C(C=C12)OCC1=CC=CC=C1)OCC1=CC=CC=C1 (1-(1-methyl-1H-tetrazol-5-yl)thiomethyl- 6,7-dibenzyloxy-3,4-dihydroisoquinoline), Cl (hydrochloric acid). The solvent is C(C)O (ethanol). The product is Cl.CN1N=NN=C1SCC1=NCCC2=CC(=C(C=C12)O)O (1-(1-methyl-1H-tetrazol-5-yl)thiomethyl- 6,7-dihydroxy-3,4-dihydroisoquinoline hydrochloride). As a reaction SMILES: [CH3:1][N:2]1[C:6]([S:7][CH2:8][C:9]2[C:18]3[C:13](=[CH:14][C:15]([O:27]CC4C=CC=CC=4)=[C:16]([O:19]CC4C=CC=CC=4)[CH:17]=3)[CH2:12][CH2:11][N:10]=2)=[N:5][N:4]=[N:3]1.[ClH:35]>C(O)C>[ClH:35].[CH3:1][N:2]1[C:6]([S:7][CH2:8][C:9]2[C:18]3[C:13](=[CH:14][C:15]([OH:27])=[C:16]([OH:19])[CH:17]=3)[CH2:12][CH2:11][N:10]=2)=[N:5][N:4]=[N:3]1 |f:3.4|. Procedure details: A mixture of 1-(1-methyl-1H-tetrazol-5-yl)thiomethyl- 6,7-dibenzyloxy-3,4-dihydroisoquinoline (1g), 99% ethanol (10 ml) and concentrated hydrochloric acid (10 ml) was refluxed for 3 hours. After the reaction the solvent was distilled off and the residue was crystallized from a mixture of isopropanol and ether to give 1-(1-methyl-1H-tetrazol-5-yl)thiomethyl- 6,7-dihydroxy-3,4-dihydroisoquinoline hydrochloride (0.75 g), mp 130°C (dec.). The reactants are Cn1nc(C(F)(F)F)c(C(O)=C(C#N)c2coc(C(C)(C)C)n2)c1Cl, CCOCCl, C1CCOC1, [H-], [Na+], O. Product: CCOCOC(=C(C#N)c1coc(C(C)(C)C)n1)c1c(C(F)(F)F)nn(C)c1Cl. As a reaction SMILES: [C:1]([CH3:2])([CH3:3])([CH3:4])[c:5]1[o:6][cH:7][c:8]([C:10]([C:11]#[N:12])=[C:13]([OH:14])[c:15]2[c:16]([C:22]([F:23])([F:24])[F:25])[n:17][n:18]([CH3:21])[c:19]2[Cl:20])[n:9]1.[CH2:28]([CH3:29])[O:30][CH2:31][Cl:32].[CH2:34]1[O:35][CH2:36][CH2:37][CH2:38]1.[H-:26].[Na+:27].[OH2:33]>>[C:1]([CH3:2])([CH3:3])([CH3:4])[c:5]1[o:6][cH:7][c:8]([C:10]([C:11]#[N:12])=[C:13]([O:14][CH2:31][O:30][CH2:28][CH3:29])[c:15]2[c:16]([C:22]([F:23])([F:24])[F:25])[n:17][n:18]([CH3:21])[c:19]2[Cl:20])[n:9]1. Reactants: CCOC(=O)Cc1ccc2c(c1)sc1cccc(Cl)c12, CCO, [K+], [OH-]. Product: O=C(O)Cc1ccc2c(c1)sc1cccc(Cl)c12. As a reaction SMILES: [CH2:3]([CH3:4])[O:5][C:6]([CH2:7][c:8]1[cH:9][cH:10][c:11]2[c:12]([s:13][c:14]3[c:15]2[c:16]([Cl:20])[cH:17][cH:18][cH:19]3)[cH:21]1)=[O:22].[CH3:23][CH2:24][OH:25].[K+:2].[OH-:1]>>[O:5]=[C:6]([CH2:7][c:8]1[cH:9][cH:10][c:11]2[c:12]([s:13][c:14]3[c:15]2[c:16]([Cl:20])[cH:17][cH:18][cH:19]3)[cH:21]1)[OH:22]. Starting materials: O=c1[nH]c2cc(Br)c(Cl)c([N+](=O)[O-])c2[nH]c1=O, CCO, [Na+], O=C([O-])O, O, O, Cl[Sn]Cl. Yields the product Nc1c(Cl)c(Br)cc2[nH]c(=O)c(=O)[nH]c12. Reaction SMILES: [Br:1][c:2]1[c:3]([Cl:17])[c:4]([N+:14]([O-:15])=[O:16])[c:5]2[nH:6][c:7](=[O:13])[c:8](=[O:12])[nH:9][c:10]2[cH:11]1.[CH3:28][CH2:29][OH:30].[Na+:27].[O-:23][C:24]([OH:25])=[O:26].[OH2:18].[OH2:19].[Sn:20]([Cl:21])[Cl:22]>>[Br:1][c:2]1[c:3]([Cl:17])[c:4]([NH2:14])[c:5]2[nH:6][c:7](=[O:13])[c:8](=[O:12])[nH:9][c:10]2[cH:11]1.